From a dataset of the Open Reaction Database (ORD), a public repository of structured organic reaction records. describe an organic reaction: reactants, conditions, products, and yield Starting materials: C(C)(C)(C)OC(N(C1=CC=NC=C1)CCOC1=CC(=CC(=C1)C(N(CC(C)(C)C)CCC#N)=O)Cl)=O ((2-{3-chloro-5-[(2-cyano-ethyl)-(2,2-dimethyl-propyl)-carbamoyl]-phenoxy}-ethyl)-pyridin-4-yl-carbamic acid tert-butyl ester), FC(C(=O)O)(F)F (trifluoroacetic acid). Solvent: ClCCl (dichloromethane). Run at time 18 hour. The product is FC(C(=O)O)(F)F.C(N)(=O)CCN(C(C1=CC(=CC(=C1)OCCNC1=CC=NC=C1)Cl)=O)CC(C)(C)C (N-(2-Carbamoyl-ethyl)-3-chloro-N-(2,2-dimethyl-propyl)-5-[2-(pyridin-4-ylamino)-ethoxy]-benzamide trifluoroacetate). As a reaction SMILES: C(OC(=O)[N:7]([CH2:14][CH2:15][O:16][C:17]1[CH:22]=[C:21]([C:23](=[O:34])[N:24]([CH2:30][CH2:31][C:32]#[N:33])[CH2:25][C:26]([CH3:29])([CH3:28])[CH3:27])[CH:20]=[C:19]([Cl:35])[CH:18]=1)[C:8]1[CH:13]=[CH:12][N:11]=[CH:10][CH:9]=1)(C)(C)C.[F:37][C:38]([F:43])([F:42])[C:39]([OH:41])=[O:40]>ClCCl>[F:37][C:38]([F:43])([F:42])[C:39]([OH:41])=[O:40].[C:32]([CH2:31][CH2:30][N:24]([CH2:25][C:26]([CH3:27])([CH3:29])[CH3:28])[C:23](=[O:34])[C:21]1[CH:22]=[C:17]([O:16][CH2:15][CH2:14][NH:7][C:8]2[CH:13]=[CH:12][N:11]=[CH:10][CH:9]=2)[CH:18]=[C:19]([Cl:35])[CH:20]=1)(=[O:40])[NH2:33] |f:3.4|. Procedure details: A solution of (2-{3-chloro-5-[(2-cyano-ethyl)-(2,2-dimethyl-propyl)-carbamoyl]-phenoxy}-ethyl)-pyridin-4-yl-carbamic acid tert-butyl ester (0.052 g) in a mixture of dichloromethane (5 ml) and trifluoroacetic acid (2 ml) was stored at room temperature for 18 h and then concentrated under reduced pressure. The residue was subjected to preparative hplc and the title compound (0.02 g) was obtained as a colourless oil by concentration of the required fraction under reduced pressure and drying by repe... The reactants are CN(C)Cc1c[nH]c(=O)[nH]c1=O, Cl, Cc1ccc2cccnc2c1N, OCCO. Product: Cc1cc(Cc2c[nH]c(=O)[nH]c2=O)c2cccnc2c1N. RXN SMILES: [CH3:2][N:3]([CH3:4])[CH2:5][c:6]1[c:7](=[O:13])[nH:8][c:9](=[O:12])[nH:10][cH:11]1.[ClH:1].[NH2:14][c:15]1[c:16]([CH3:25])[cH:17][cH:18][c:19]2[cH:20][cH:21][cH:22][n:23][c:24]12.[OH:26][CH2:27][CH2:28][OH:29]>>[CH2:5]([c:6]1[c:7](=[O:13])[nH:8][c:9](=[O:12])[nH:10][cH:11]1)[c:18]1[cH:17][c:16]([CH3:25])[c:15]([NH2:14])[c:24]2[c:19]1[cH:20][cH:21][cH:22][n:23]2.